Dataset: the Open Reaction Database (ORD), a public repository of structured organic reaction records. Task: describe an organic reaction: reactants, conditions, products, and yield The reactants are O=C1CSC2=C(N1)C=C(C=C2)C=O (3-oxo-3,4-dihydro-2H-benzo[1,4]thiazine-6-carbaldehyde), 1.c, COC1=CC=CC2=C1N=CS2 (4-methoxy-benzothiazole), C(C)(C)(C)OC(N[C@@H]1CC[C@H](CC1)C(N(C)OC)=O)=O ([trans-4-(methoxy-methyl-carbamoyl)-cyclohexyl]-carbamic acid tert-butyl ester). Yields the product COC1=CC=CC2=C1N=C(S2)C(=O)[C@@H]2CC[C@H](CC2)NCC=2C=CC1=C(NC(CS1)=O)C2 (6-{[trans-4-(4-methoxy-benzothiazole-2-carbonyl)-cyclohexylamino]-methyl}-4H-benzo[1,4]thiazin-3-one), solid. Reaction SMILES: [CH3:1][O:2][C:3]1[C:8]2[N:9]=[CH:10][S:11][C:7]=2[CH:6]=[CH:5][CH:4]=1.C(O[C:17](=O)[NH:18][C@H:19]1[CH2:24][CH2:23][C@H:22]([C:25](=[O:30])N(OC)C)[CH2:21][CH2:20]1)(C)(C)C.[O:32]=[C:33]1[NH:38][C:37]2[CH:39]=[C:40](C=O)[CH:41]=[CH:42][C:36]=2[S:35][CH2:34]1>>[CH3:1][O:2][C:3]1[C:8]2[N:9]=[C:10]([C:25]([C@H:22]3[CH2:21][CH2:20][C@H:19]([NH:18][CH2:17][C:40]4[CH:41]=[CH:42][C:36]5[S:35][CH2:34][C:33](=[O:32])[NH:38][C:37]=5[CH:39]=4)[CH2:24][CH2:23]3)=[O:30])[S:11][C:7]=2[CH:6]=[CH:5][CH:4]=1. Reported procedure: Using 4-methoxy-benzothiazole (5 mmol), [trans-4-(methoxy-methyl-carbamoyl)-cyclohexyl]-carbamic acid tert-butyl ester (2.5 mmol) and 3-oxo-3,4-dihydro-2H-benzo[1,4]thiazine-6-carbaldehyde (0.3 mmol) according to the same protocol as that described for example 1, steps 1.a to 1.c, the title compound was obtained as a yellow solid (45 mg). Reactants: ClC=1N=C(C2=C(N1)C(OC2)C2=CC=C(C=C2)F)Cl (2,4-dichloro-7-(4-fluorophenyl)-5,7-dihydrofuro[3,4-d]pyrimidine), C[C@@H]1CNC[C@@H](O1)C ((2R,6S)-2,6-dimethylmorpholine). Product: ClC=1N=C(C2=C(N1)C(OC2)C2=CC=C(C=C2)F)N2C[C@@H](O[C@@H](C2)C)C (2-chloro-4-((2S,6R)-2,6-dimethylmorpholino)-7-(4-fluorophenyl)-5,7-dihydrofuro[3,4-d]pyrimidine). RXN SMILES: [Cl:1][C:2]1[N:3]=[C:4](Cl)[C:5]2[CH2:10][O:9][CH:8]([C:11]3[CH:16]=[CH:15][C:14]([F:17])=[CH:13][CH:12]=3)[C:6]=2[N:7]=1.[CH3:19][C@H:20]1[O:25][C@@H:24]([CH3:26])[CH2:23][NH:22][CH2:21]1>>[Cl:1][C:2]1[N:3]=[C:4]([N:22]2[CH2:21][C@@H:20]([CH3:19])[O:25][C@@H:24]([CH3:26])[CH2:23]2)[C:5]2[CH2:10][O:9][CH:8]([C:11]3[CH:16]=[CH:15][C:14]([F:17])=[CH:13][CH:12]=3)[C:6]=2[N:7]=1. Procedure: 2,4-dichloro-7-(4-fluorophenyl)-5,7-dihydrofuro[3,4-d]pyrimidine (Preparation M) was reacted as described in Preparation Xa with (2R,6S)-2,6-dimethylmorpholine to give 2-chloro-4-((2S,6R)-2,6-dimethylmorpholino)-7-(4-fluorophenyl)-5,7-dihydrofuro[3,4-d]pyrimidine (Preparation Mh). LC-MS (M+H)+=364.2. 1H NMR (500 MHz, CDCl3) δ ppm 7.39 (dd, J=8.70, 5.34 Hz, 2H) 7.07 (t, J=8.70 Hz, 2H) 5.90 (br. s., 1H) 5.34-5.42 (m, 1H) 5.24-5.34 (m, 1H) 4.14 (q, J=7.02 Hz, 2H) 3.67 (ddd, J=10.38, 6.41, 2.44 Hz, ... The reactants are C(C)OC(=O)N1CCC(CC1)N1C=NC(=C1C(C)=O)C1=CC=C(C=C1)F (1 -(1-Ethoxycarbonyl-4-piperidinyl)-4-(4-fluorophenyl)-5-acetylimidazole), COC(N(C)C)OC (N,N-dimethylformamide dimethyl acetal), CC[O-].[Na+] (NaOEt), CNC(=N)N.Cl (N-methylguanidine·HCl). Run in C(CC)O (1-propanol), O (water), Cl (HCl). Run at temperature 100 celsius, time 18 hour. The product is C(C)OC(=O)N1CCC(CC1)N1C=NC(=C1C1=NC(=NC=C1)NC)C1=CC=C(C=C1)F (1-(1 -Ethoxycarbonyl-4-piperidinyl)4-(4-fluorophenyl)-5-{2-(methylamino)-4-pyrimidinyl) imidazole). The yield is 50.0%. RXN SMILES: [CH2:1]([O:3][C:4]([N:6]1[CH2:11][CH2:10][CH:9]([N:12]2[C:16]([C:17](=O)[CH3:18])=[C:15]([C:20]3[CH:25]=[CH:24][C:23]([F:26])=[CH:22][CH:21]=3)[N:14]=[CH:13]2)[CH2:8][CH2:7]1)=[O:5])[CH3:2].[CH3:27]OC(OC)N(C)C.[CH3:35][NH:36][C:37]([NH2:39])=[NH:38].Cl.CC[O-].[Na+]>C(O)CC.O.Cl>[CH2:1]([O:3][C:4]([N:6]1[CH2:7][CH2:8][CH:9]([N:12]2[C:16]([C:17]3[CH:18]=[CH:35][N:36]=[C:37]([NH:39][CH3:27])[N:38]=3)=[C:15]([C:20]3[CH:25]=[CH:24][C:23]([F:26])=[CH:22][CH:21]=3)[N:14]=[CH:13]2)[CH2:10][CH2:11]1)=[O:5])[CH3:2] |f:2.3,4.5|. Procedure: To a solution of the ketoimidazole prepared in Example 2 above (2.1 g,5.85 mmol) in 10.5 mL of 1-propanol was added N,N-dimethylformamide dimethyl acetal (1.32 mL, 1.18 g, 9.94 mmol) and the solution was heated at 100° C. for 6 h. At this time, TLC indicated no starting material and N-methylguanidine·HCl (0.96 g, 8.77 mmol) and NaOEt (21% w/w solution, 3.50 mL, 3.05 g, 9.35 mmol) were added. After 18 hours, the solution was cooled to room temperature, diluted with 40 mL of water, 50 mL of 3N HCl...